This data is from the Open Reaction Database (ORD), a public repository of structured organic reaction records. The task is: describe an organic reaction: reactants, conditions, products, and yield The reactants are C1(=CC=CC=C1)N(C(=O)C1=CC2=C(N(C(=N2)CNC2=CC=C(C=C2)C#N)C)C=C1)CCC(=O)OCC (1-methyl-2-[N-(4-cyanophenyl)-aminomethyl]-benzimidazol-5-yl-carboxylic acid-N-phenyl-N-(2-ethoxycarbonylethyl)-amide), Cl (hydrochloric acid), Cl (HCl), C([O-])([O-])=O.[NH4+].[NH4+] (ammonium carbonate). Conditions: time 8 hour. The product is Cl.C1(=CC=CC=C1)N(C(=O)C1=CC2=C(N(C(=N2)CNC2=CC=C(C=C2)C(N)=N)C)C=C1)CCC(=O)OCC (1-Methyl-2-[N-(4-amidinophenyl)-aminomethyl]-benzimidazol-5-yl-carboxylicacid-N-phenyl-N-(2-ethoxycarbonylethyl)-amide-hydrochloride). As a reaction SMILES: [C:1]1([N:7]([CH2:30][CH2:31][C:32]([O:34][CH2:35][CH3:36])=[O:33])[C:8]([C:10]2[CH:29]=[CH:28][C:13]3[N:14]([CH3:27])[C:15]([CH2:17][NH:18][C:19]4[CH:24]=[CH:23][C:22]([C:25]#[N:26])=[CH:21][CH:20]=4)=[N:16][C:12]=3[CH:11]=2)=[O:9])[CH:6]=[CH:5][CH:4]=[CH:3][CH:2]=1.C(=O)([O-])[O-].[NH4+:41].[NH4+].[ClH:43]>>[ClH:43].[C:1]1([N:7]([CH2:30][CH2:31][C:32]([O:34][CH2:35][CH3:36])=[O:33])[C:8]([C:10]2[CH:29]=[CH:28][C:13]3[N:14]([CH3:27])[C:15]([CH2:17][NH:18][C:19]4[CH:24]=[CH:23][C:22]([C:25](=[NH:41])[NH2:26])=[CH:21][CH:20]=4)=[N:16][C:12]=3[CH:11]=2)=[O:9])[CH:2]=[CH:3][CH:4]=[CH:5][CH:6]=1 |f:1.2.3,5.6|. Reported procedure: 1.2 g (2.49 mMol) of 1-methyl-2-[N-(4-cyanophenyl)-aminomethyl]-benzimidazol-5-yl-carboxylic acid-N-phenyl-N-(2-ethoxycarbonylethyl)-amide were stirred in 100 ml of saturated ethanolic hydrochloric acid for 6 hours at room temperature. Then the mixture was evaporated to dryness in vacuo, the residue was dissolved in 100 ml of ethanol, mixed with 2.5 g (26 mMol) of ammonium carbonate and stirred overnight at room temperature. After distillation of the solvent the crude product thus obtained was p... The product is C1(CC1)COC1=C(C(=C(C=C1)C=1OC2=C(N1)C=CC(=C2F)OC[C@H](C)NC(C)=O)F)F (N-((2S)-1-((2-(4-(cyclopropylmethoxy)-2,3-difluorophenyl)-7-fluoro-1,3-benzoxazol-6-yl)oxy)propan-2-yl)acetamide). The reactants are C1(CC1)COC1=C(C(=C(C=C1)C=1OC2=C(N1)C=CC(=C2F)OC[C@H](C)NC(OC(C)(C)C)=O)F)F (tert-butyl ((2S)-1-((2-(4-(cyclopropylmethoxy)-2,3-difluorophenyl)-7-fluoro-1,3-benzoxazol-6-yl)oxy)propan-2-yl)carbamate), Cl.C(C)(=O)OCC (hydrogen chloride ethyl acetate). RXN SMILES: [CH:1]1([CH2:4][O:5][C:6]2[CH:11]=[CH:10][C:9]([C:12]3[O:13][C:14]4[C:20]([F:21])=[C:19]([O:22][CH2:23][C@@H:24]([NH:26][C:27](=[O:33])OC(C)(C)C)[CH3:25])[CH:18]=[CH:17][C:15]=4[N:16]=3)=[C:8]([F:34])[C:7]=2[F:35])[CH2:3][CH2:2]1.Cl.[C:37](OCC)(=O)C>>[CH:1]1([CH2:4][O:5][C:6]2[CH:11]=[CH:10][C:9]([C:12]3[O:13][C:14]4[C:20]([F:21])=[C:19]([O:22][CH2:23][C@@H:24]([NH:26][C:27](=[O:33])[CH3:37])[CH3:25])[CH:18]=[CH:17][C:15]=4[N:16]=3)=[C:8]([F:34])[C:7]=2[F:35])[CH2:3][CH2:2]1 |f:1.2|. Reported procedure: To tert-butyl ((2S)-1-((2-(4-(cyclopropylmethoxy)-2,3-difluorophenyl)-7-fluoro-1,3-benzoxazol-6-yl)oxy)propan-2-yl)carbamate (1.18 g) was added 4 M hydrogen chloride/ethyl acetate (10 mL), and the mixture was stirred at room temperature for 10 min, and concentrated. To the residue were added pyridine (10 mL) and acetic anhydride (10 mL), and the mixture was stirred at room temperature for 15 min. The reaction mixture was concentrated under reduced pressure, and the residue was purified by silica... Conditions: time 10 minute. Starting materials: C[O-].[Na+] (sodium methoxide), C(C)(C)(C)OCl (t-butylhypochlorite), [N+](=O)([O-])C1=CC=C(N)C=C1 (4-nitroaniline), CSC (dimethyl thioether). Solvent: CO (methanol), C(Cl)Cl (methylene chloride), C(C)#N (acetonitrile), C(Cl)Cl (methylene chloride). The product is [N+](=O)([O-])C1=CC(=C(N)C=C1)CSC (4 -nitro-2-methylmercaptomethylaniline). Reaction SMILES: C(OCl)(C)(C)C.[N+:7]([C:10]1[CH:16]=[CH:15][C:13]([NH2:14])=[CH:12][CH:11]=1)([O-:9])=[O:8].[CH3:17][S:18][CH3:19].C[O-].[Na+]>C(Cl)Cl.C(#N)C.CO>[N+:7]([C:10]1[CH:16]=[CH:15][C:13]([NH2:14])=[C:12]([CH2:17][S:18][CH3:19])[CH:11]=1)([O-:9])=[O:8] |f:3.4|. Procedure details: The starting material is prepared as follows: The solution of 23.4 g of t-butylhypochlorite in 20 ml of methylene chloride is added to that of 30.0 g of 4-nitroaniline and 27.0 g of dimethyl thioether in 650 ml of acetonitrile and 200 ml of methylene chloride while stirring at -40° under nitrogen. After 4 hours the temperature is raised to -20° and maintained there for three hours. After the addition of 30 g of sodium methoxide in 100 ml of methanol the mixture is refluxed for 15 hours, cooled, ... Reactants: S(=O)([O-])S(=O)[O-].[Na+].[Na+] (sodium hydrosulfite), COC=1C=C(C(=O)OC)C=C(C1NC)[N+](=O)[O-] (methyl 3-methoxy-4-(methylamino)-5-nitrobenzoate), C1(CC1)CN1C(=CC=2C1=NC=CC2)C=O (1-(cyclopropylmethyl)-1H-pyrrolo[2,3-b]pyridine-2-carbaldehyde). The solvent is O (water), C(C)O (ethanol), C(Cl)Cl (DCM). Reaction conditions: temperature 100 celsius. Yields the product product, C1(CC1)CN1C(=CC=2C1=NC=CC2)C2=NC1=C(N2C)C(=CC(=C1)C(=O)OC)OC (methyl 2-(1-(cyclopropylmethyl)-1H-pyrrolo[2,3-b]pyridin-2-yl)-7-methoxy-1-methyl-1H-benzo[d]imidazole-5-carboxylate). The yield is 80.0%. As a reaction SMILES: S(S([O-])=O)([O-])=O.[Na+].[Na+].[CH3:9][O:10][C:11]1[CH:12]=[C:13]([CH:18]=[C:19]([N+:23]([O-])=O)[C:20]=1[NH:21][CH3:22])[C:14]([O:16][CH3:17])=[O:15].[CH:26]1([CH2:29][N:30]2[C:34]3=[N:35][CH:36]=[CH:37][CH:38]=[C:33]3[CH:32]=[C:31]2[CH:39]=O)[CH2:28][CH2:27]1>O.C(O)C.C(Cl)Cl>[CH:26]1([CH2:29][N:30]2[C:34]3=[N:35][CH:36]=[CH:37][CH:38]=[C:33]3[CH:32]=[C:31]2[C:39]2[N:21]([CH3:22])[C:20]3[C:11]([O:10][CH3:9])=[CH:12][C:13]([C:14]([O:16][CH3:17])=[O:15])=[CH:18][C:19]=3[N:23]=2)[CH2:27][CH2:28]1 |f:0.1.2|. Procedure: A solution of sodium hydrosulfite (512 mg, 2.498 mmol) in water (3.25 mL) was added to a solution of methyl 3-methoxy-4-(methylamino)-5-nitrobenzoate (200 mg, 0.833 mmol) and 1-(cyclopropylmethyl)-1H-pyrrolo[2,3-b]pyridine-2-carbaldehyde (167 mg, 0.833 mmol) in ethanol (6.5 mL) in a microwave vial. The reaction mixture was heated in the microwave for 5 h at 100° C. The reaction mixture was diluted with DCM (20 mL), dried (Na2SO4), filtered and concentrated in vacuo to afford the crude product as...